The task is: describe an organic reaction: reactants, conditions, products, and yield. This data is from the Open Reaction Database (ORD), a public repository of structured organic reaction records. Reactants: c1(cnoc1)N, Clc1nc(c2c(n1)[nH]cc2)OC[C@@H]1[C@H](CN(C1)C(OC(C)(C)C)=O)C(F)(F)F. Reagents/catalysts: c1ccc(cc1)-c2c3ccccc3cc4ccccc24 (9-Phenylanthracene), CCC(C)(C)[O-].[K+]Â Â  (KOPnt), BrettPhos Palladacycle. Run in C1COCCO1 (Dioxane). Run at temperature 110 celsius, time 18 hour. Yields the product CC(C)(C)OC(=O)N1C[C@H](COc2nc(Cl)nc3[nH]ccc23)[C@H](C1)C(F)(F)F. As a reaction SMILES: [CH3:1][C:2]([O:5][C:6]([N:8]1[CH2:24][C@H:23]([C:25]([F:28])([F:27])[F:26])[C@@H:10]([CH2:11][O:12][c:13]2[c:22]([c:18]3[n:17][c:15]([Cl:16])[n:14]2)[cH:21][cH:20][nH:19]3)[CH2:9]1)=[O:7])([CH3:4])[CH3:3].Nc1cnoc1>>[CH3:1][C:2]([O:5][C:6]([N:8]1[CH2:24][C@H:23]([C:25]([F:28])([F:27])[F:26])[C@@H:10]([CH2:11][O:12][c:13]2[c:22]([c:18]3[n:17][c:15]([Cl:16])[n:14]2)[cH:21][cH:20][nH:19]3)[CH2:9]1)=[O:7])([CH3:4])[CH3:3]. The reactants are CC(C)(C)OC(=O)CBr, CCO, CCOC(C)=O, Cl, [K+], [K+], NC1Cc2ccccc2C1, O=C([O-])[O-]. The product is CC(C)(C)OC(=O)CNC1Cc2ccccc2C1. As a reaction SMILES: [Br:18][CH2:19][C:20](=[O:21])[O:22][C:23]([CH3:24])([CH3:25])[CH3:26].[CH3:27][CH2:28][OH:29].[CH3:30][CH2:31][O:32][C:33]([CH3:34])=[O:35].[ClH:1].[K+:12].[K+:13].[NH2:2][CH:3]1[CH2:4][c:5]2[cH:6][cH:7][cH:8][cH:9][c:10]2[CH2:11]1.[O-:14][C:15]([O-:16])=[O:17]>>[NH:2]([CH:3]1[CH2:4][c:5]2[cH:6][cH:7][cH:8][cH:9][c:10]2[CH2:11]1)[CH2:19][C:20](=[O:21])[O:22][C:23]([CH3:24])([CH3:25])[CH3:26]. The reactants are O=C1N=C(SC1=CC1=CC=C(C=C1)N1CCC(CC1)=O)N1CCCCC1 (1-[4-(4-oxo-2-piperidin-1-yl-4H-thiazol-5-ylidenemethyl)-phenyl]-piperidin-4-one), O=C1N=C(SC1=CC1=CC=C(C=C1)N1CCC(CC1)=O)N1CCCCC1 (1-[4-(4-oxo-2-piperidin-1-yl-4H-thiazol-5-ylidenemethyl)-phenyl]-piperidin-4-one), NC[C@@H](COC1=C2CCC(NC2=C(C=C1)O)=O)O (5-((2S)-3-amino-2-hydroxy-propoxy)-8-hydroxy-3,4-dihydro-1H-quinolin-2-one), NC[C@@H](COC1=C2CCC(NC2=C(C=C1)O)=O)O (5-((2S)-3-amino-2-hydroxy-propoxy)-8-hydroxy-3,4-dihydro-1H-quinolin-2-one). Product: OC=1C=CC(=C2CCC(NC12)=O)OC[C@H](CNC1CCN(CC1)C1=CC=C(C=C1)C=C1C(N=C(S1)N1CCCCC1)=O)O (8-Hydroxy-5-((2S)-2-hydroxy-3-{1-[4-(4-oxo-2-piperidin-1-yl-4H-thiazol-5-ylidenemethyl)-phenyl]-piperidin-4-ylamino}-propoxy)-3,4-dihydro-1H-quinolin-2-one). Reaction SMILES: [O:1]=[C:2]1[C:6](=[CH:7][C:8]2[CH:13]=[CH:12][C:11]([N:14]3[CH2:19][CH2:18][C:17](=O)[CH2:16][CH2:15]3)=[CH:10][CH:9]=2)[S:5][C:4]([N:21]2[CH2:26][CH2:25][CH2:24][CH2:23][CH2:22]2)=[N:3]1.[NH2:27][CH2:28][C@H:29]([OH:44])[CH2:30][O:31][C:32]1[CH:41]=[CH:40][C:39]([OH:42])=[C:38]2[C:33]=1[CH2:34][CH2:35][C:36](=[O:43])[NH:37]2>>[OH:42][C:39]1[CH:40]=[CH:41][C:32]([O:31][CH2:30][C@@H:29]([OH:44])[CH2:28][NH:27][CH:17]2[CH2:18][CH2:19][N:14]([C:11]3[CH:10]=[CH:9][C:8]([CH:7]=[C:6]4[S:5][C:4]([N:21]5[CH2:22][CH2:23][CH2:24][CH2:25][CH2:26]5)=[N:3][C:2]4=[O:1])=[CH:13][CH:12]=3)[CH2:15][CH2:16]2)=[C:33]2[C:38]=1[NH:37][C:36](=[O:43])[CH2:35][CH2:34]2. Reported procedure: The title compound was prepared from 1-[4-(4-oxo-2-piperidin-1-yl-4H-thiazol-5-ylidenemethyl)-phenyl]-piperidin-4-one (which was obtained in Intermediate 25) and 5-((2S)-3-amino-2-hydroxy-propoxy)-8-hydroxy-3,4-dihydro-1H-quinolin-2-one (which was obtained in Intermediate 12) according to the procedure of Example 1 as a yellowish solid; mp >120° C. (dec.); 1H NMR (300 MHz, DMSO-d6) δ 1.20-1.40 (m, 2 H), 1.55-1.70 (m, 6 H), 1.85-2.00 (m, 2 H), 2.43 (t, J=7.9 Hz, 2 H), 2.55-2.90 (m, 9H), 3.60 (br ... Starting materials: FC=1C=CC(=NC1)C1=NOC(=C1CCC=1SC(=CN1)C(=O)O)C (2-{2-[3-(5-fluoro-pyridin-2-yl)-5-methyl-isoxazol-4-yl]-ethyl}-thiazole-5-carboxylic acid), CN (methylamine). The product is CNC(=O)C1=CN=C(S1)CCC=1C(=NOC1C)C1=NC=C(C=C1)F (2-{2-[3-(5-Fluoro-pyridin-2-yl)-5-methyl-isoxazol-4-yl]-ethyl}-thiazole-5-carboxylic acid methylamide). Isolated yield 48.0%. Reaction SMILES: [F:1][C:2]1[CH:3]=[CH:4][C:5]([C:8]2[C:12]([CH2:13][CH2:14][C:15]3[S:16][C:17]([C:20]([OH:22])=O)=[CH:18][N:19]=3)=[C:11]([CH3:23])[O:10][N:9]=2)=[N:6][CH:7]=1.[CH3:24][NH2:25]>>[CH3:24][NH:25][C:20]([C:17]1[S:16][C:15]([CH2:14][CH2:13][C:12]2[C:8]([C:5]3[CH:4]=[CH:3][C:2]([F:1])=[CH:7][N:6]=3)=[N:9][O:10][C:11]=2[CH3:23])=[N:19][CH:18]=1)=[O:22]. Reported procedure: As described for example 40c, 2-{2-[3-(5-fluoro-pyridin-2-yl)-5-methyl-isoxazol-4-yl]-ethyl}-thiazole-5-carboxylic acid (67 mg, 0.20 mmol) was converted, using methylamine (2M solution in THF) instead of 4-aminotetrahydropyran, to the title compound (33 mg, 48%) which was obtained as a white solid. MS: m/e=347.0 [M+H]+. Starting materials: ClC=1C(=NSN1)OC (4-chloro-3-methoxy-1,2,5-thiadiazole), S(=O)(=O)(Cl)Cl (sulfuryl chloride). The solvent is C(Cl)(Cl)(Cl)Cl (carbon tetrachloride), C(Cl)(Cl)(Cl)Cl (carbon tetrachloride). The product is ClC=1C(=NSN1)OCCl (4-chloro-3-chloromethoxy-1,2,5-thiadiazole). Isolated yield 79.3%. As a reaction SMILES: [Cl:1][C:2]1[C:3]([O:7][CH3:8])=[N:4][S:5][N:6]=1.S(Cl)([Cl:12])(=O)=O>C(Cl)(Cl)(Cl)Cl>[Cl:1][C:2]1[C:3]([O:7][CH2:8][Cl:12])=[N:4][S:5][N:6]=1. Procedure: A solution comprised of 5 g of 60 percent pure 4-chloro-3-methoxy-1,2,5-thiadiazole in 30 mL of carbon tetrachloride was irradiated over a period of 45 minutes at 80° C. with a sunlamp while adding a solution comprised of 5 g of sulfuryl chloride in 20 mL of carbon tetrachloride. The reaction mixture was then washed with 30 mL of asaturated aqueous sodium bicarbonate solution and concentrated under reduced pressure to yield 4.87 grams of 4-chloro-3-chloromethoxy-1,2,5-thiadiazole.